Dataset: the Open Reaction Database (ORD), a public repository of structured organic reaction records. Task: describe an organic reaction: reactants, conditions, products, and yield Reactants: CN(C)C=O, O=C1CCC(=O)O1, c1ccc(N2CCNCC2)nc1. The product is O=C(O)CCC(=O)N1CCN(c2ccccn2)CC1. Reaction SMILES: [CH3:20][N:21]([CH3:22])[CH:23]=[O:24].[O:13]=[C:14]1[CH2:15][CH2:16][C:17](=[O:18])[O:19]1.[n:1]1[c:2]([N:7]2[CH2:8][CH2:9][NH:10][CH2:11][CH2:12]2)[cH:3][cH:4][cH:5][cH:6]1>>[n:1]1[c:2]([N:7]2[CH2:8][CH2:9][N:10]([C:17]([CH2:16][CH2:15][C:14](=[O:13])[OH:19])=[O:18])[CH2:11][CH2:12]2)[cH:3][cH:4][cH:5][cH:6]1.